From a dataset of the Open Reaction Database (ORD), a public repository of structured organic reaction records. describe an organic reaction: reactants, conditions, products, and yield The reactants are Cl.NO (hydroxylamine hydrochloride), O=C(CC=1C(NCCC2C1C1=CC=C(C=C1CC2)OC)=O)C (1-(2-oxopropyl)-3,4,5,5a,6,7-hexahydro-9-methoxy-2H-naphth[1,2-d]-azepin-2-one), C([O-])([O-])=O.[K+].[K+] (potassium carbonate), CO (methanol). Solvent: O (water). Conditions: time 8 hour. The product is ON=C(CC=1C(NCCC2C1C1=CC=C(C=C1CC2)OC)=O)C (1-(2-hydroxyiminopropyl)-3,4,5,5a,6,7-hexahydro-9-methoxy-2H-naphth[1,2-d]azepin-2-one). As a reaction SMILES: Cl.[NH2:2][OH:3].O=[C:5]([CH3:25])[CH2:6][C:7]1[C:8](=[O:24])[NH:9][CH2:10][CH2:11][CH:12]2[CH2:21][CH2:20][C:19]3[C:14](=[CH:15][CH:16]=[C:17]([O:22][CH3:23])[CH:18]=3)[C:13]=12.C(=O)([O-])[O-].[K+].[K+].CO>O>[OH:3][N:2]=[C:5]([CH3:25])[CH2:6][C:7]1[C:8](=[O:24])[NH:9][CH2:10][CH2:11][CH:12]2[CH2:21][CH2:20][C:19]3[C:14](=[CH:15][CH:16]=[C:17]([O:22][CH3:23])[CH:18]=3)[C:13]=12 |f:0.1,3.4.5|. Procedure: The starting material is prepared as follows: 5.8 g of hydroxylamine hydrochloride are added to the mixture of 15 g of 1-(2-oxopropyl)-3,4,5,5a,6,7-hexahydro-9-methoxy-2H-naphth[1,2-d]-azepin-2-one, 6.2 g of powdered potassium carbonate, 120 ml of methanol and 10 ml of water. It is refluxed for three hours and stirred at room temperature overnight. The suspension is evaporated, the residue is suspended in 200 ml of chloroform-water (3:1) and filtered off, to yield the 1-(2-hydroxyiminopropyl)-3,... The reactants are N=1SN=C2C1C=CC(=C2)OC2=C(C(=O)O)C=CC=N2 (2-(Benzo[2,1,3]thiadiazol-5-yloxy)-nicotinic acid), NCC1=CC=C(C=C1)C(C)(C)O (2-(4-aminomethyl-phenyl)-propan-2-ol), O.ON1N=NC2=C1C=CC=C2 (1-hydroxybenzotriazole hydrate), Cl.CN(CCCN=C=NCC)C (1-[3-(dimethylamino)propyl]-3-ethylcarbodiimide hydrochloride). Run in CN(C=O)C (N,N-dimethylformamide), O (water). The product is N=1SN=C2C1C=CC(=C2)OC2=C(C(=O)NCC1=CC=C(C=C1)C(C)(C)O)C=CC=N2 (2-(Benzo[2,1,3]thiadiazol-5-yloxy)-N-[4-(1-hydroxy-1-methyl-ethyl)-benzyl]-nicotinamide). Yield: 63.6%. As a reaction SMILES: [N:1]1[S:2][N:3]=[C:4]2[CH:9]=[C:8]([O:10][C:11]3[N:19]=[CH:18][CH:17]=[CH:16][C:12]=3[C:13]([OH:15])=O)[CH:7]=[CH:6][C:5]=12.[NH2:20][CH2:21][C:22]1[CH:27]=[CH:26][C:25]([C:28]([OH:31])([CH3:30])[CH3:29])=[CH:24][CH:23]=1.O.ON1C2C=CC=CC=2N=N1.Cl.CN(C)CCCN=C=NCC>CN(C)C=O.O>[N:1]1[S:2][N:3]=[C:4]2[CH:9]=[C:8]([O:10][C:11]3[N:19]=[CH:18][CH:17]=[CH:16][C:12]=3[C:13]([NH:20][CH2:21][C:22]3[CH:27]=[CH:26][C:25]([C:28]([OH:31])([CH3:29])[CH3:30])=[CH:24][CH:23]=3)=[O:15])[CH:7]=[CH:6][C:5]=12 |f:2.3,4.5|. Reported procedure: 2-(Benzo[2,1,3]thiadiazol-5-yloxy)-nicotinic acid (30.8 mg, 0.11 mmol), 2-(4-aminomethyl-phenyl)-propan-2-ol (18.6 mg, 0.11 mmol), 1-hydroxybenzotriazole hydrate (16.8 mg, 0.12 mmol), and 1-[3-(dimethylamino)propyl]-3-ethylcarbodiimide hydrochloride (25.9 mg, 0.14 mmol) were dissolved in N,N-dimethylformamide (10 ml) and stirred at room temperature over night. The solution was poured into water (30 ml) and extracted with ethyl acetate. The combined organic layers were washed successively with 1N... The reactants are N(=[N+]=[N-])C[C@@H]1C[C@@H](CO1)SC(C)=O (Ethanethioic acid cis-(+/-)-S-[5-(Azidomethyl)tetrahydro-3-furanyl]ester). The solvent is O1CCCC1 (tetrahydrofuran), C[O-].[Na+].CO (sodium methoxide methyl alcohol). The product is N(=[N+]=[N-])C[C@@H]1C[C@@H](CO1)S (cis-(+/-)-5-(Azidomethyl)tetrahydro-3-furanthiol). Isolated yield 64.8%. Reaction SMILES: [N:1]([CH2:4][C@H:5]1[O:9][CH2:8][C@@H:7]([S:10]C(=O)C)[CH2:6]1)=[N+:2]=[N-:3]>O1CCCC1.C[O-].[Na+].CO>[N:1]([CH2:4][C@H:5]1[O:9][CH2:8][C@@H:7]([SH:10])[CH2:6]1)=[N+:2]=[N-:3] |f:2.3.4|. Procedure: The title compound is prepared by the procedure of Example 16 using 0.310 g of product from Example 61 in 4.5 ml of tetrahydrofuran and 0.30 ml of sodium methoxide/methyl alcohol to give 0.159 g of the desired product. Isolated yield 128.3%. As a reaction SMILES: [O:1]=[C:2]1[CH2:9][C:6]([CH3:8])([CH3:7])[CH2:5][C:4]([CH3:10])=[CH:3]1.[CH:11]#[N:12].OP(O)(O)=O>COC(=O)[O-].C[N+](C)(C)C>[O:1]=[C:2]1[CH2:9][C:6]([CH3:8])([CH3:7])[CH2:5][C:4]([CH3:10])=[CH:3]1.[C:11]([C:4]1([CH3:10])[CH2:5][C:6]([CH3:8])([CH3:7])[CH2:9][C:2](=[O:1])[CH2:3]1)#[N:12] |f:3.4|. Yields the product 426.6g, O=C1C=C(CC(C)(C)C1)C (isophorone), C(#N)C1(CC(CC(C1)(C)C)=O)C (3-cyano-3,5,5-trimethylcyclohexanone). The reactants are OP(=O)(O)O (H3PO4), mixture, C#N (HCN), O=C1C=C(CC(C)(C)C1)C (isophorone), O=C1C=C(CC(C)(C)C1)C (isophorone), C#N (hydrocyanic acid). Reagents/catalysts: COC([O-])=O.C[N+](C)(C)C (tetramethylammonium methylcarbonate). Procedure details: In reaction apparatus equipped with a stirrer, condenser, thermometer and dripping funnel there are placed 622 g (4.5 mol) of isophorone and 4.47 g (30 mmol) of tetramethylammonium methylcarbonate. Over a period of 60 min there are added, at 120° C., 288.3 g of a mixture of isophorone and hydrocyanic acid (3 mol of HCN, 1.5mol Of isophorone). When all of said mixture has been added, the HCN concentration is 20 ppm. 3.5g of 85% strength H3PO4 are then added and the mixture is distilled at 0.1 mba... The reactants are COC(=O)c1cc(C2CCCN2C(=O)OC(C)(C)C)c2oc(N3CCOCC3)cc(=O)c2c1, ClCCl, Cl, C1COCCO1. Product: COC(=O)c1cc(C2CCCN2)c2oc(N3CCOCC3)cc(=O)c2c1. RXN SMILES: [CH3:2][O:3][C:4](=[O:5])[c:6]1[cH:7][c:8]2[c:9](=[O:34])[cH:10][c:11]([N:28]3[CH2:29][CH2:30][O:31][CH2:32][CH2:33]3)[o:12][c:13]2[c:14]([CH:16]2[N:17]([C:21]([O:22][C:23]([CH3:24])([CH3:25])[CH3:26])=[O:27])[CH2:18][CH2:19][CH2:20]2)[cH:15]1.[Cl:35][CH2:36][Cl:37].[ClH:1].[O:38]1[CH2:39][CH2:40][O:41][CH2:42][CH2:43]1>>[CH3:2][O:3][C:4](=[O:5])[c:6]1[cH:7][c:8]2[c:9](=[O:34])[cH:10][c:11]([N:28]3[CH2:29][CH2:30][O:31][CH2:32][CH2:33]3)[o:12][c:13]2[c:14]([CH:16]2[NH:17][CH2:18][CH2:19][CH2:20]2)[cH:15]1. The reactants are Cc1cc(C)cc(Cc2c(C)cc(C)cc2C)c1, CC(=O)O, CC(=O)[O-], CC(=O)[O-], O, [Pd+2], Cc1cc(C)cc(C)c1. The product is Cc1cc(C)c(O)c(C)c1. As a reaction SMILES: [CH3:11][c:12]1[cH:13][c:14]([CH3:15])[cH:16][c:17]([CH3:18])[c:19]1[CH2:20][c:21]1[cH:22][c:23]([CH3:24])[cH:25][c:26]([CH3:27])[cH:28]1.[CH3:29][C:30]([OH:31])=[O:32].[O-:34][C:35]([CH3:36])=[O:37].[O-:38][C:39]([CH3:40])=[O:41].[O:10].[Pd+2:33].[c:1]1([CH3:9])[cH:2][c:3]([CH3:8])[cH:4][c:5]([CH3:7])[cH:6]1>>[c:1]1([CH3:9])[c:2]([OH:31])[c:3]([CH3:8])[cH:4][c:5]([CH3:7])[cH:6]1. Starting materials: CNNC(=O)OC(C)(C)C (tert-butyl 2-methylhydrazinecarboxylate), F[B-](F)(F)F.N1(N=NC2=C1C=CC=C2)O[C+](N(C)C)N(C)C ((benzotriazol-1-yloxy)bisdimethylaminomethylium fluoroborate), C(C)(C)N(C(C)C)CC (N,N-diisopropylethylamine), FC1=C(C(=O)O)C=CC(=C1)[N+](=O)[O-] (2-fluoro-4-nitrobenzoic acid). Run in CN(C)C=O (DMF), CN(C)C=O (DMF). Conditions: time 20 minute. The product is FC1=C(C(=O)N(NC(=O)OC(C)(C)C)C)C=CC(=C1)[N+](=O)[O-] (tert-Butyl 2-(2-fluoro-4-nitrobenzoyl)-2-methylhydrazinecarboxylate). As a reaction SMILES: F[B-](F)(F)F.N1(O[C+](N(C)C)N(C)C)C2C=CC=CC=2N=N1.C(N(CC)C(C)C)(C)C.[F:32][C:33]1[CH:41]=[C:40]([N+:42]([O-:44])=[O:43])[CH:39]=[CH:38][C:34]=1[C:35]([OH:37])=O.[CH3:45][NH:46][NH:47][C:48]([O:50][C:51]([CH3:54])([CH3:53])[CH3:52])=[O:49]>CN(C=O)C>[F:32][C:33]1[CH:41]=[C:40]([N+:42]([O-:44])=[O:43])[CH:39]=[CH:38][C:34]=1[C:35]([N:46]([CH3:45])[NH:47][C:48]([O:50][C:51]([CH3:54])([CH3:53])[CH3:52])=[O:49])=[O:37] |f:0.1|. Reported procedure: Under argon and at RT, 17.1 g (53.4 mmol, 1.3 eq.) of (benzotriazol-1-yloxy)bisdimethylaminomethylium fluoroborate and 21.4 ml (123.1 mol, 3.0 eq.) of N,N-diisopropylethylamine were added to a solution of 9.1 g (49.3 mmol, 1.2 eq.) of 2-fluoro-4-nitrobenzoic acid in 200 ml of DMF, and the mixture was stirred at RT for 20 min. A solution of 12.5 g (purity 48%, 41 mmol) of tert-butyl 2-methylhydrazinecarboxylate in 50 ml of DMF was added, and the reaction mixture was stirred at RT for 6 h. After r... The reactants are CN1NC(C=2[C@H]3CC[C@@](C12)(C3(C)C)C)=O ((4S,7R)-1,7,8,8-tetramethyl-1,2,4,5,6,7-hexahydro-4,7-methano-indazol-3-one), CN1NC(C=2[C@H]3CC[C@@](C12)(C3(C)C)C)=O ((4S,7R)-1,7,8,8-tetramethyl-1,2,4,5,6,7-hexahydro-4,7-methano-indazol-3-one), COC1=CC=C(CBr)C=C1 (4-methoxy-benzyl bromide). The solvent is CN(C=O)C (N,N-dimethylformamide). Run at time 8 hour. The product is COC1=CC=C(CN2N(C=3[C@@]4(CC[C@H](C3C2=O)C4(C)C)C)C)C=C1 ((4S,7R)-2-(4-methoxy-benzyl)-1,7,8,8-tetramethyl-1,2,4,5,6,7-hexahydro-4,7-methano-indazol-3-one). Yield: 30.0%. RXN SMILES: [CH3:1][N:2]1[C:10]2[C@@:9]3([CH3:14])[C:11]([CH3:13])([CH3:12])[C@H:6]([CH2:7][CH2:8]3)[C:5]=2[C:4](=[O:15])[NH:3]1.[CH3:16][O:17][C:18]1[CH:25]=[CH:24][C:21]([CH2:22]Br)=[CH:20][CH:19]=1>CN(C)C=O>[CH3:16][O:17][C:18]1[CH:25]=[CH:24][C:21]([CH2:22][N:3]2[C:4](=[O:15])[C:5]3[C@@H:6]4[C:11]([CH3:12])([CH3:13])[C@@:9]([CH3:14])([CH2:8][CH2:7]4)[C:10]=3[N:2]2[CH3:1])=[CH:20][CH:19]=1. Procedure details: A mixture of (4S,7R)-1,7,8,8-tetramethyl-1,2,4,5,6,7-hexahydro-4,7-methano-indazol-3-one (Intermediate 19; 102 mg, 0.49 mmol) and 4-methoxy-benzyl bromide (73 μL, 0.50 mmol) in N,N-dimethylformamide (5 mL) was stirred at room temperature overnight, then heated to 100° C. and left over the weekend. At this time it was found that the heating bath had failed and the reaction mixture was at room temperature. The reaction mixture was evaporated and the residue was purified using a Biotage 40S system,...